Dataset: the Open Reaction Database (ORD), a public repository of structured organic reaction records. Task: describe an organic reaction: reactants, conditions, products, and yield Reactants: C[O-], N#Cc1cccc(-n2nc(Br)c(=O)n(Cc3ccc(Cl)cc3)c2=O)c1, [Na+], CN(C)C=O. Product: COc1nn(-c2cccc(C#N)c2)c(=O)n(Cc2ccc(Cl)cc2)c1=O. Reaction SMILES: [CH3:26][O-:27].[Cl:1][c:2]1[cH:3][cH:4][c:5]([CH2:6][n:7]2[c:8](=[O:23])[n:9](-[c:15]3[cH:16][c:17]([C:18]#[N:19])[cH:20][cH:21][cH:22]3)[n:10][c:11]([Br:14])[c:12]2=[O:13])[cH:24][cH:25]1.[Na+:28].[O:29]=[CH:30][N:31]([CH3:32])[CH3:33]>>[Cl:1][c:2]1[cH:3][cH:4][c:5]([CH2:6][n:7]2[c:8](=[O:23])[n:9](-[c:15]3[cH:16][c:17]([C:18]#[N:19])[cH:20][cH:21][cH:22]3)[n:10][c:11]([O:27][CH3:26])[c:12]2=[O:13])[cH:24][cH:25]1. Reactants: NC1=CC=C2C(=NC=NC2=C1)NC1=CC(=CC=C1)Br (7-amino-4-[(3-bromophenyl)amino]-quinazoline), C(CC)(=O)Cl (propionyl chloride). Run in C1CCOC1 (THF). Yields the product BrC=1C=C(C=CC1)NC1=NC=NC2=CC(=CC=C12)NC(CC)=O (N-[4-(3-Bromo-phenylamino)-quinazolin-7-yl]propanamide). Isolated yield 42.0%. Reaction SMILES: [NH2:1][C:2]1[CH:11]=[C:10]2[C:5]([C:6]([NH:12][C:13]3[CH:18]=[CH:17][CH:16]=[C:15]([Br:19])[CH:14]=3)=[N:7][CH:8]=[N:9]2)=[CH:4][CH:3]=1.[C:20](Cl)(=[O:23])[CH2:21][CH3:22]>C1COCC1>[Br:19][C:15]1[CH:14]=[C:13]([NH:12][C:6]2[C:5]3[C:10](=[CH:11][C:2]([NH:1][C:20](=[O:23])[CH2:21][CH3:22])=[CH:3][CH:4]=3)[N:9]=[CH:8][N:7]=2)[CH:18]=[CH:17][CH:16]=1. Reported procedure: To a solution of 7-amino-4-[(3-bromophenyl)amino]-quinazoline (163 mg, 0.52 mmol) in dry THF (3 mL) stirred under N2 at 25° C. was added dropwise propionyl chloride (0.05 mL, 0.58 mmol). A yellow solid formed at once. After 1 hour the solid was collected by Buchner filtration and washed with ether then dried. Recrystallized from wet methanol afforded the desired product as bright yellow solid (81 mg, 38%), mp 282-283° C. Starting materials: CC(C)(C)C(O[SiH](c1ccccc1)c1ccccc1)C(CO[Si](c1ccccc1)(c1ccccc1)C(C)(C)C)NC(=O)OCc1ccccc1, CO. The product is CC(C)(C)C(O[SiH](c1ccccc1)c1ccccc1)C(N)CO[Si](c1ccccc1)(c1ccccc1)C(C)(C)C. As a reaction SMILES: [CH2:1]([O:2][C:3](=[O:4])[NH:10][CH:11]([CH2:12][O:13][Si:14]([c:15]1[cH:16][cH:17][cH:18][cH:19][cH:20]1)([c:21]1[cH:22][cH:23][cH:24][cH:25][cH:26]1)[C:27]([CH3:28])([CH3:29])[CH3:30])[CH:31]([O:32][SiH:33]([c:34]1[cH:35][cH:36][cH:37][cH:38][cH:39]1)[c:40]1[cH:41][cH:42][cH:43][cH:44][cH:45]1)[C:46]([CH3:47])([CH3:48])[CH3:49])[c:5]1[cH:6][cH:7][cH:8][cH:9][cH:50]1.[CH3:51][OH:52]>>[NH2:10][CH:11]([CH2:12][O:13][Si:14]([c:15]1[cH:16][cH:17][cH:18][cH:19][cH:20]1)([c:21]1[cH:22][cH:23][cH:24][cH:25][cH:26]1)[C:27]([CH3:28])([CH3:29])[CH3:30])[CH:31]([O:32][SiH:33]([c:34]1[cH:35][cH:36][cH:37][cH:38][cH:39]1)[c:40]1[cH:41][cH:42][cH:43][cH:44][cH:45]1)[C:46]([CH3:47])([CH3:48])[CH3:49]. Reactants: N1=CC=CC=C1 (pyridine), FC1=CC=C(C=C1)CC(=O)Cl (4-fluorophenylacetyl chloride), FC=1C=CC=2N(C1)C(=C(N2)N)C2=CC=CC=C2 (6-fluoro-3-phenylimidazo[1,2-a]pyridin-2-amine), FC=1C=CC=2N(C1)C(=C(N2)N)C2=CC=CC=C2 (6-fluoro-3-phenylimidazo[1,2-a]pyridin-2-amine). The solvent is O1CCCC1 (tetrahydrofuran). Reaction conditions: temperature 0 celsius, time 30 minute. The product is FC=1C=CC=2N(C1)C(=C(N2)NC(CC2=CC=C(C=C2)F)=O)C2=CC=CC=C2 (N-(6-fluoro-3-phenylimidazo[1,2-a]pyridin-2-yl)-2-(4-fluorophenyl)acetamide), ethyl acetate hexanes. Yield: 70.0%. As a reaction SMILES: [F:1][C:2]1[CH:3]=[CH:4][C:5]2[N:6]([C:8]([C:12]3[CH:17]=[CH:16][CH:15]=[CH:14][CH:13]=3)=[C:9]([NH2:11])[N:10]=2)[CH:7]=1.N1C=CC=CC=1.[F:24][C:25]1[CH:30]=[CH:29][C:28]([CH2:31][C:32](Cl)=[O:33])=[CH:27][CH:26]=1>O1CCCC1>[F:1][C:2]1[CH:3]=[CH:4][C:5]2[N:6]([C:8]([C:12]3[CH:17]=[CH:16][CH:15]=[CH:14][CH:13]=3)=[C:9]([NH:11][C:32](=[O:33])[CH2:31][C:28]3[CH:29]=[CH:30][C:25]([F:24])=[CH:26][CH:27]=3)[N:10]=2)[CH:7]=1. Procedure: 6-fluoro-3-phenylimidazo[1,2-a]pyridin-2-amine (compound 1, 0.075 g, 0.00033 mol) was dissolved in tetrahydrofuran (5.0 mL) and pyridine (29 uL, 0.00036 mol) was added. R×n cooled to 0° C. and 4-fluorophenylacetyl chloride (48 uL, 0.00036 mol) was added. The reaction was stirred at 0° C. for 30 minutes. The solvent was removed and the crude product was partioned between water (25 mL) and EtOAc (25 mL). The layers were separated and the organic layer was washed 3×20 mL with water. The organic lay... The reactants are Cc1cc2nc(-c3n[nH]c(C)c3C(=O)O)[nH]c2cc1C, NC1CC1. Product: Cc1cc2nc(-c3n[nH]c(C)c3C(=O)NC3CC3)[nH]c2cc1C. RXN SMILES: [CH3:1][c:2]1[cH:3][c:4]2[c:5]([nH:6][c:7](-[c:9]3[n:10][nH:11][c:12]([CH3:17])[c:13]3[C:14](=[O:15])[OH:16])[n:8]2)[cH:18][c:19]1[CH3:20].[CH:21]1([NH2:24])[CH2:22][CH2:23]1>>[CH3:1][c:2]1[cH:3][c:4]2[c:5]([n:6][c:7](-[c:9]3[n:10][nH:11][c:12]([CH3:17])[c:13]3[C:14](=[O:16])[NH:24][CH:21]3[CH2:22][CH2:23]3)[nH:8]2)[cH:18][c:19]1[CH3:20].